This data is from the Open Reaction Database (ORD), a public repository of structured organic reaction records. The task is: describe an organic reaction: reactants, conditions, products, and yield The reactants are COc1ccc(Br)cc1C, COc1cc(F)c(Br)cc1F, CCc1ccccc1N1CCNCC1, CCOC(=O)C1CCNCC1. Product: CCOC(=O)C1CCN(c2cc(F)c(OC)cc2F)CC1. Reaction SMILES: [Br:1][c:2]1[cH:3][cH:4][c:5]([O:6][CH3:7])[c:8]([CH3:9])[cH:10]1.[Br:25][c:26]1[cH:27][c:28]([F:35])[c:29]([O:33][CH3:34])[cH:30][c:31]1[F:32].[CH3:11][CH2:12][c:13]1[cH:14][cH:15][cH:16][cH:17][c:18]1[N:19]1[CH2:20][CH2:21][NH:22][CH2:23][CH2:24]1.[NH:36]1[CH2:37][CH2:38][CH:39]([C:40](=[O:41])[O:42][CH2:43][CH3:44])[CH2:45][CH2:46]1>>[c:26]1([N:36]2[CH2:37][CH2:38][CH:39]([C:40](=[O:41])[O:42][CH2:43][CH3:44])[CH2:45][CH2:46]2)[cH:27][c:28]([F:35])[c:29]([O:33][CH3:34])[cH:30][c:31]1[F:32]. Reactants: O.[C@@H]1(C[C@H](O)[C@@H](CO)O1)N1C=NC=2C(N)=NC=NC12 (2'-deoxyadenosine monohydrate), C(C1=CC=CC=C1)(=O)NC1=NC(N([C@H]2C[C@H](O)[C@@H](CO)O2)C=C1)=O (N4 -benzoyl-2'-deoxycytidine). The product is C(C1=CC=CC=C1)(=O)NC=1C=2N=CN([C@H]3C[C@H](O)[C@@H](CO)O3)C2N=CN1 (N6 -Benzoyl-2'-deoxyadenosine). RXN SMILES: O.[C@@H:2]1([N:10]2[C:19]3[N:18]=[CH:17][N:16]=[C:14]([NH2:15])[C:13]=3[N:12]=[CH:11]2)[O:9][C@H:6]([CH2:7][OH:8])[C@@H:4]([OH:5])[CH2:3]1.[C:20](NC1C=CN([C@@H]2O[C@H](CO)[C@@H](O)C2)C(=O)N=1)(=[O:27])[C:21]1[CH:26]=[CH:25][CH:24]=[CH:23][CH:22]=1>>[C:20]([NH:15][C:14]1[C:13]2[N:12]=[CH:11][N:10]([C:19]=2[N:18]=[CH:17][N:16]=1)[C@@H:2]1[O:9][C@H:6]([CH2:7][OH:8])[C@@H:4]([OH:5])[CH2:3]1)(=[O:27])[C:21]1[CH:26]=[CH:25][CH:24]=[CH:23][CH:22]=1 |f:0.1|. Procedure details: This compound was prepared from 2'-deoxyadenosine monohydrate by the same procedure used for the preparation of N4 -benzoyl-2'-deoxycytidine. RXN SMILES: [CH3:23][N:24]([CH3:25])[CH:26]=[O:27].[CH3:32][c:33]1[cH:34][cH:35][cH:36][cH:37][cH:38]1.[S:28]([Cl:29])([Cl:30])=[O:31].[c:1]1([S:7](=[O:8])(=[O:9])[O:10][c:11]2[cH:12][c:13]3[c:14]([s:15][cH:16][c:17]3[C:18](=[O:19])[OH:20])[cH:21][cH:22]2)[cH:2][cH:3][cH:4][cH:5][cH:6]1>>[c:1]1([S:7](=[O:8])(=[O:9])[O:10][c:11]2[cH:12][c:13]3[c:14]([s:15][cH:16][c:17]3[C:18](=[O:19])[Cl:30])[cH:21][cH:22]2)[cH:2][cH:3][cH:4][cH:5][cH:6]1. Yields the product O=C(Cl)c1csc2ccc(OS(=O)(=O)c3ccccc3)cc12. The reactants are CN(C)C=O, Cc1ccccc1, O=S(Cl)Cl, O=C(O)c1csc2ccc(OS(=O)(=O)c3ccccc3)cc12. Run at temperature 0 celsius. The reactants are CO (methanol), CS(=O)(=O)Cl (Methanesulfonyl chloride), [Si](C)(C)(C(C)(C)C)OC[C@H]1C[C@H]([C@H](O1)N1C(=O)N=C(N)C(=C1)F)O (1-(3-Deoxy-5-O-t-butyldimethylsilyl-β-L-threo-pentofuranosyl)-5-fluorocytosine). Yields the product S(=O)(=O)(C)O[C@H]1[C@H](O[C@H](C1)CO[Si](C)(C)C(C)(C)C)N1C(=O)N=C(N)C(=C1)F (1-(3-Deoxy-2-O-mesyl-5-O-t-butyl-dimethylsilyl-β-L-threo-pentofuranosyl)-5-fluorocytosine). Procedure: A suspension of 19 (1.70 g, 4.73 mmol) in dry pyridine (80 mL) was stirred under argon and cooled to 0° C. Methanesulfonyl chloride (MsCl, 1.21 mL, 15.6 mmol) was added dropwise and the reaction mixture stirred at 0° C. for 5 h. Then the mixture was poured onto ice/water (300 mL) and extracted with chloroform (3×300 mL). Combined extracts were washed with a 5% aqueous sodium hydrogen carbonate solution (300 mL), with water (2×300 mL) and then dried over sodium sulphate and evaporated under reduc... As a reaction SMILES: [Si:1]([O:8][CH2:9][C@@H:10]1[O:14][C@H:13]([N:15]2[CH:22]=[C:21]([F:23])[C:19]([NH2:20])=[N:18][C:16]2=[O:17])[C@H:12]([OH:24])[CH2:11]1)([C:4]([CH3:7])([CH3:6])[CH3:5])([CH3:3])[CH3:2].[CH3:25][S:26](Cl)(=[O:28])=[O:27].CO>N1C=CC=CC=1.C1(C)C=CC=CC=1>[S:26]([O:24][C@@H:12]1[CH2:11][C@H:10]([CH2:9][O:8][Si:1]([C:4]([CH3:7])([CH3:5])[CH3:6])([CH3:2])[CH3:3])[O:14][C@@H:13]1[N:15]1[CH:22]=[C:21]([F:23])[C:19]([NH2:20])=[N:18][C:16]1=[O:17])([CH3:25])(=[O:28])=[O:27]. The yield is 68.1%. The solvent is C1(=CC=CC=C1)C (toluene), N1=CC=CC=C1 (pyridine). Reactants: CCOC(C)=O, CC#N, [N-]=[N+]=[N-], [Na+], O=S(=O)(Cl)Cl, c1c[nH]cn1. Product: Cl, [N-]=[N+]=NS(=O)(=O)n1ccnc1. Reaction SMILES: [CH3:18][CH2:19][O:20][C:21](=[O:22])[CH3:23].[CH3:5][C:6]#[N:7].[N-:2]=[N+:3]=[N-:4].[Na+:1].[S:8](=[O:9])(=[O:10])([Cl:11])[Cl:12].[nH:13]1[cH:14][n:15][cH:16][cH:17]1>>[ClH:11].[N:2](=[N+:3]=[N-:4])[S:8](=[O:9])(=[O:10])[n:13]1[cH:14][n:15][cH:16][cH:17]1. Starting materials: [Li]CCCC, CN(C)C=O, C1CCOC1, C(#Cc1cc2ccccc2s1)c1cccs1. Yields the product O=Cc1ccc(C#Cc2cc3ccccc3s2)s1. As a reaction SMILES: [CH2:17]([Li:18])[CH2:19][CH2:20][CH3:21].[CH3:22][N:23]([CH:24]=[O:25])[CH3:26].[O:27]1[CH2:28][CH2:29][CH2:30][CH2:31]1.[s:1]1[c:2]([C:6]#[C:7][c:8]2[s:9][c:10]3[c:11]([cH:12]2)[cH:13][cH:14][cH:15][cH:16]3)[cH:3][cH:4][cH:5]1>>[s:1]1[c:2]([C:6]#[C:7][c:8]2[s:9][c:10]3[c:11]([cH:12]2)[cH:13][cH:14][cH:15][cH:16]3)[cH:3][cH:4][c:5]1[CH:24]=[O:25].